Dataset: the Open Reaction Database (ORD), a public repository of structured organic reaction records. Task: describe an organic reaction: reactants, conditions, products, and yield Reactants: ClC1=C(C(=CC=C1[N+](=O)[O-])Cl)C=1C(NC2=CC=CC=C2C1)=O (3-(2,6-dichloro-3-nitro-phenyl)-1H-quinolin-2-one), IC (IMe). Run in CCOC(=O)C (EtOAc), CN(C)C=O (DMF). Run at temperature 0 celsius, time 2 hour. The product is ClC1=C(C(=CC=C1[N+](=O)[O-])Cl)C=1C(N(C2=CC=CC=C2C1)C)=O (3-(2,6-dichloro-3-nitro-phenyl)-1-methyl-1H-quinolin-2-one). Isolated yield 35.7%. As a reaction SMILES: [Cl:1][C:2]1[C:7]([N+:8]([O-:10])=[O:9])=[CH:6][CH:5]=[C:4]([Cl:11])[C:3]=1[C:12]1[C:13](=[O:22])[NH:14][C:15]2[C:20]([CH:21]=1)=[CH:19][CH:18]=[CH:17][CH:16]=2.I[CH3:24]>CN(C=O)C.CCOC(C)=O>[Cl:1][C:2]1[C:7]([N+:8]([O-:10])=[O:9])=[CH:6][CH:5]=[C:4]([Cl:11])[C:3]=1[C:12]1[C:13](=[O:22])[N:14]([CH3:24])[C:15]2[C:20]([CH:21]=1)=[CH:19][CH:18]=[CH:17][CH:16]=2. Reported procedure: To a solution of 3-(2,6-dichloro-3-nitro-phenyl)-1H-quinolin-2-one (0.21 g, 0.6266 mmol) in DMF (5.0 mL) is added HNa (30.1 mg, 60%, 0.752 mmol) and IMe (120.1 mg, 0.846 mmol) at 0° C. After the mixture is stirred for two hours at 0° C., the mixture is diluted with EtOAc and washed with saturated K2CO3, brine and water. The organic layer is dried, filtered and concentrated to give crude product, which is purified by flash silica gel column, eluting with CH2Cl2 (100%) gradient to CH2Cl2/MeOH (2N ... Starting materials: FC(F)(F)c1ccc(CBr)cc1, NC(=O)C1CCCCC1NS(=O)(=O)c1ccc(Cl)cc1. Yields the product NC(=O)C1CCCCC1N(Cc1ccc(C(F)(F)F)cc1)S(=O)(=O)c1ccc(Cl)cc1. As a reaction SMILES: [Br:21][CH2:22][c:23]1[cH:24][cH:25][c:26]([C:29]([F:30])([F:31])[F:32])[cH:27][cH:28]1.[Cl:1][c:2]1[cH:3][cH:4][c:5]([S:8](=[O:9])(=[O:10])[NH:11][CH:12]2[CH:13]([C:18](=[O:19])[NH2:20])[CH2:14][CH2:15][CH2:16][CH2:17]2)[cH:6][cH:7]1>>[Cl:1][c:2]1[cH:3][cH:4][c:5]([S:8](=[O:9])(=[O:10])[N:11]([CH:12]2[CH:13]([C:18](=[O:19])[NH2:20])[CH2:14][CH2:15][CH2:16][CH2:17]2)[CH2:22][c:23]2[cH:24][cH:25][c:26]([C:29]([F:30])([F:31])[F:32])[cH:27][cH:28]2)[cH:6][cH:7]1. The reactants are N1(C=NC=C1)CC1=CC(=C(C=C1)NCC=1C=NC=CC1)[N+](=O)[O-] (N-[4-(1H-imidazol-1-ylmethyl)-2-nitrophenyl]-3-pyridinemethanamine), S1C=CC=C1 (thiophene), [H][H] (hydrogen). The reagents and catalysts are [Pt] (platinum-on-charcoal). Run in CO (methanol), CO (methanol). Yields the product N1(C=NC=C1)CC=1C=C(C(=CC1)NCC=1C=NC=CC1)N (4-(1H-imidazol-1-ylmethyl)-N1 -(3-pyridinylmethyl)-1,2-benzenediamine). Isolated yield 100.0%. RXN SMILES: [N:1]1([CH2:6][C:7]2[CH:12]=[CH:11][C:10]([NH:13][CH2:14][C:15]3[CH:16]=[N:17][CH:18]=[CH:19][CH:20]=3)=[C:9]([N+:21]([O-])=O)[CH:8]=2)[CH:5]=[CH:4][N:3]=[CH:2]1.S1C=CC=C1.[H][H]>CO.[Pt]>[N:1]1([CH2:6][C:7]2[CH:8]=[C:9]([NH2:21])[C:10]([NH:13][CH2:14][C:15]3[CH:16]=[N:17][CH:18]=[CH:19][CH:20]=3)=[CH:11][CH:12]=2)[CH:5]=[CH:4][N:3]=[CH:2]1. Procedure: (b-1) A mixture of 6.2 parts of N-[4-(1H-imidazol-1-ylmethyl)-2-nitrophenyl]-3-pyridinemethanamine, 1 part of a solution of thiophene in methanol 4% and 200 parts of methanol was hydrogenated at normal pressure and at 50° C. with 2 parts of platinum-on-charcoal catalyst 5%. After the calculated amount of hydrogen was taken up, the catalyst was filtered off and the filtrate was evaporated, yielding 5.6 parts (100%) of 4-(1H-imidazol-1-ylmethyl)-N1 -(3-pyridinylmethyl)-1,2-benzenediamine as a resi... Starting materials: N=C(c1ccccc1)c1ccccc1, ClCCl, Cl, NCC(=O)NCCCCc1ccccc1. Product: O=C(CN=C(c1ccccc1)c1ccccc1)NCCCCc1ccccc1. As a reaction SMILES: [C:17]([c:18]1[cH:19][cH:20][cH:21][cH:22][cH:23]1)([c:24]1[cH:25][cH:26][cH:27][cH:28][cH:29]1)=[NH:30].[Cl:31][CH2:32][Cl:33].[ClH:1].[NH2:2][CH2:3][C:4](=[O:5])[NH:6][CH2:7][CH2:8][CH2:9][CH2:10][c:11]1[cH:12][cH:13][cH:14][cH:15][cH:16]1>>[N:2]([CH2:3][C:4](=[O:5])[NH:6][CH2:7][CH2:8][CH2:9][CH2:10][c:11]1[cH:12][cH:13][cH:14][cH:15][cH:16]1)=[C:17]([c:18]1[cH:19][cH:20][cH:21][cH:22][cH:23]1)[c:24]1[cH:25][cH:26][cH:27][cH:28][cH:29]1. Reactants: C1=CC(=CC=C1Cl)Cl (p-dichlorobenzene), ClC=1C=C(C(C(=O)O)=CC1)C(=O)[O-].[Na+] (sodium hydrogen 4-chlorophthalate), [OH-].[Na+] (sodium hydroxide). Solvent: O (water), CN1CCCC1=O (NMP), O (water). Run at temperature 255 celsius. Product: C1(C=2C(C(=O)O1)=CC=CC2)=O (phthalic anhydride). RXN SMILES: C1C(Cl)=CC=C(Cl)C=1.Cl[C:10]1[CH:11]=[C:12]([C:19]([O-:21])=[O:20])[C:13](=[CH:17][CH:18]=1)[C:14]([OH:16])=O.[Na+].[OH-].[Na+]>O.CN1C(=O)CCC1>[C:19]1(=[O:20])[O:21][C:14](=[O:16])[C:13]2=[CH:17][CH:18]=[CH:10][CH:11]=[C:12]12 |f:1.2,3.4|. Procedure: Then, 1116.5 g (7.59 moles) of p-dichlorobenzene, 1540.2 g of NMP and 32.7 g of water were fed to react the contents at a temperature of 220° C. for 4.5 hours. Thereafter, 282 g (15.7 moles) of water, 175.9 g (0.790 mole) of sodium hydrogen 4-chlorophthalate and 31.32 g (0.783 mole) of sodium hydroxide were additionally introduced under pressure in the autoclave. The contents were heated up to 255° C. to react them for 5 hours. The reactants are S(=O)(Cl)Cl (Thionyl chloride), O1C(=CC2=C1C=CC=C2)CO (benzofuran-2-methanol). The reagents and catalysts are N1=CC=CC=C1 (pyridine). Solvent: C(Cl)Cl (methylene chloride), O (water). Conditions: time 18 hour. Product: ClCC=1OC2=C(C1)C=CC=C2 (2-(Chloromethyl)benzofuran). The yield is 70.8%. As a reaction SMILES: S(Cl)([Cl:3])=O.[O:5]1[C:9]2[CH:10]=[CH:11][CH:12]=[CH:13][C:8]=2[CH:7]=[C:6]1[CH2:14]O>N1C=CC=CC=1.C(Cl)Cl.O>[Cl:3][CH2:14][C:6]1[O:5][C:9]2[CH:10]=[CH:11][CH:12]=[CH:13][C:8]=2[CH:7]=1. Reported procedure: Thionyl chloride (5.14 mL, 70.46 mmol) was added dropwise to a solution of benzofuran-2-methanol (3.58 g, 23.48 mmol) and pyridine (10 drops) in methylene chloride (60 mL). Stirring was continued at room temperature for 18 hours. The mixture was carefully diluted with water and extracted with methylene chloride. The organic extracts were washed with aqueous sodium bicarbonate, dried (MgSO4) and concentrated to afford crude product which was purified by flash column chromatography (10% EtOAc/hexa... Reactants: CC(=O)Cl, CCO, FC(F)(F)c1ccc2c(Cl)ccnc2c1, COc1ccccc1N1CCN(S(=O)(=O)c2ccc(N)cc2)CC1. The product is COc1ccccc1N1CCN(S(=O)(=O)c2ccc(Nc3ccnc4cc(C(F)(F)F)ccc34)cc2)CC1. Reaction SMILES: [CH3:25][C:26](=[O:27])[Cl:28].[CH3:44][CH2:45][OH:46].[Cl:29][c:30]1[cH:31][cH:32][n:33][c:34]2[cH:35][c:36]([C:40]([F:41])([F:42])[F:43])[cH:37][cH:38][c:39]12.[NH2:1][c:2]1[cH:3][cH:4][c:5]([S:8](=[O:9])(=[O:10])[N:11]2[CH2:12][CH2:13][N:14]([c:17]3[c:18]([O:23][CH3:24])[cH:19][cH:20][cH:21][cH:22]3)[CH2:15][CH2:16]2)[cH:6][cH:7]1>>[NH:1]([c:2]1[cH:3][cH:4][c:5]([S:8](=[O:9])(=[O:10])[N:11]2[CH2:12][CH2:13][N:14]([c:17]3[c:18]([O:23][CH3:24])[cH:19][cH:20][cH:21][cH:22]3)[CH2:15][CH2:16]2)[cH:6][cH:7]1)[c:30]1[cH:31][cH:32][n:33][c:34]2[cH:35][c:36]([C:40]([F:41])([F:42])[F:43])[cH:37][cH:38][c:39]12.